This data is from the Open Reaction Database (ORD), a public repository of structured organic reaction records. The task is: describe an organic reaction: reactants, conditions, products, and yield Reactants: C1CCOC1, COC(=O)c1ccc(OC)c2c1OCC1(CO2)OCCO1, C[Si](C)(C)[N-][Si](C)(C)C, Cc1c(Cl)cncc1Cl, [Li+]. Product: COc1ccc(C(=O)Cc2c(Cl)cncc2Cl)c2c1OCC1(CO2)OCCO1. As a reaction SMILES: [CH2:41]1[O:42][CH2:43][CH2:44][CH2:45]1.[CH3:10][O:11][C:12](=[O:13])[c:14]1[cH:15][cH:16][c:17]([O:29][CH3:30])[c:18]2[c:24]1[O:23][CH2:22][C:21]1([CH2:20][O:19]2)[O:25][CH2:26][CH2:27][O:28]1.[CH3:32][Si:33]([N-:34][Si:35]([CH3:36])([CH3:37])[CH3:38])([CH3:39])[CH3:40].[Cl:1][c:2]1[cH:3][n:4][cH:5][c:6]([Cl:9])[c:7]1[CH3:8].[Li+:31]>>[Cl:1][c:2]1[cH:3][n:4][cH:5][c:6]([Cl:9])[c:7]1[CH2:8][C:12](=[O:11])[c:14]1[cH:15][cH:16][c:17]([O:29][CH3:30])[c:18]2[c:24]1[O:23][CH2:22][C:21]1([CH2:20][O:19]2)[O:25][CH2:26][CH2:27][O:28]1. Starting materials: O=C([O-])[O-], CCCC[N+](CCCC)(CCCC)CCCC, CCC(C)=O, Fc1cncc(CCl)c1, Cl, [Cs+], [Cs+], [I-], [I-], [K+], O=C1Nc2ccccc2C12COc1cc3c(cc12)OCCO3. Yields the product O=C1N(Cc2cncc(F)c2)c2ccccc2C12COc1cc3c(cc12)OCCO3. RXN SMILES: [C:23](=[O:24])([O-:25])[O-:26].[CH2:47]([N+:48]([CH2:49][CH2:50][CH2:51][CH3:52])([CH2:53][CH2:54][CH2:55][CH3:56])[CH2:57][CH2:58][CH2:59][CH3:60])[CH2:61][CH2:62][CH3:63].[CH3:41][C:42](=[O:43])[CH2:44][CH3:45].[Cl:30][CH2:31][c:32]1[cH:33][n:34][cH:35][c:36]([F:38])[cH:37]1.[ClH:29].[Cs+:27].[Cs+:28].[I-:40].[I-:46].[K+:39].[NH:1]1[C:2](=[O:22])[C:3]2([CH2:4][O:5][c:6]3[cH:7][c:8]4[c:9]([cH:14][c:15]32)[O:10][CH2:11][CH2:12][O:13]4)[c:16]2[cH:17][cH:18][cH:19][cH:20][c:21]21>>[N:1]1([CH2:31][c:32]2[cH:33][n:34][cH:35][c:36]([F:38])[cH:37]2)[C:2](=[O:22])[C:3]2([CH2:4][O:5][c:6]3[cH:7][c:8]4[c:9]([cH:14][c:15]32)[O:10][CH2:11][CH2:12][O:13]4)[c:16]2[cH:17][cH:18][cH:19][cH:20][c:21]21. Starting materials: C1(=CC=CC=C1)N1C=NC2=C(C1=O)SC=C2C2=CC=CC=C2 (3,7-Diphenylthieno[3,2-d]pyrimidin-4(3H)-one), NC1=C(SC=C1C1=CC=CC=C1)C(=O)OC (methyl 3-amino-4-phenylthiophene-2-carboxylate), C(OCC)(OCC)OCC (triethyl orthoformate), CC1CC(CCC1)N (3-methylcyclohexanamine). Solvent: C(C)(=O)O (acetic acid). The product is CC1CC(CCC1)N1C=NC2=C(C1=O)SC=C2C2=CC=CC=C2 (3-(3-Methylcyclohexyl)-7-phenylthieno[3,2-d]pyrimidin-4(3H)-one). Yield: 70.5%. RXN SMILES: [C:1]1([N:7]2[C:12](=[O:13])[C:11]3[S:14][CH:15]=[C:16]([C:17]4[CH:22]=[CH:21][CH:20]=[CH:19][CH:18]=4)[C:10]=3[N:9]=[CH:8]2)[CH:6]=[CH:5][CH:4]=[CH:3][CH:2]=1.N[C:24]1C(C2C=CC=CC=2)=CSC=1C(OC)=O.C(OCC)(OCC)OCC.CC1CCCC(N)C1>C(O)(=O)C>[CH3:24][CH:3]1[CH2:4][CH2:5][CH2:6][CH:1]([N:7]2[C:12](=[O:13])[C:11]3[S:14][CH:15]=[C:16]([C:17]4[CH:18]=[CH:19][CH:20]=[CH:21][CH:22]=4)[C:10]=3[N:9]=[CH:8]2)[CH2:2]1. Procedure details: In the same manner as the synthesis of Compound 1, methyl 3-amino-4-phenylthiophene-2-carboxylate (100 mg, 0.43 mmol), triethyl orthoformate (1.0 ml), 3-methylcyclohexanamine (0.120 ml, 0.90 mmol), and acetic acid (0.1 ml) were used to give 98.4 mg (0.30 mmol, 70.5% yield) of the title compound.